From a dataset of the Open Reaction Database (ORD), a public repository of structured organic reaction records. describe an organic reaction: reactants, conditions, products, and yield Starting materials: O=C([O-])[O-], CN(C)C=O, CCOC(=O)c1ccc(O)c(Cl)c1, Cc1oc(-c2ccco2)nc1CCl, [K+], [K+], O. Product: CCOC(=O)c1ccc(OCc2nc(-c3ccco3)oc2C)c(Cl)c1. Reaction SMILES: [C:27](=[O:28])([O-:29])[O-:30].[CH3:33][N:34]([CH3:35])[CH:36]=[O:37].[Cl:14][c:15]1[cH:16][c:17]([C:18](=[O:19])[O:20][CH2:21][CH3:22])[cH:23][cH:24][c:25]1[OH:26].[Cl:1][CH2:2][c:3]1[n:4][c:5](-[c:9]2[o:10][cH:11][cH:12][cH:13]2)[o:6][c:7]1[CH3:8].[K+:31].[K+:32].[OH2:38]>>[CH2:2]([c:3]1[n:4][c:5](-[c:9]2[o:10][cH:11][cH:12][cH:13]2)[o:6][c:7]1[CH3:8])[O:26][c:25]1[c:15]([Cl:14])[cH:16][c:17]([C:18](=[O:19])[O:20][CH2:21][CH3:22])[cH:23][cH:24]1. Starting materials: C(C=C)(=O)O (acrylic acid), C(C=C)(=O)OCC(=O)C (acetonyl acrylate). The solvent is O (water). Yields the product C(C=C)(=O)OCC(=O)C.C(C=C)(=O)O (acetonyl acrylate acrylic acid). RXN SMILES: [C:1]([OH:5])(=[O:4])[CH:2]=[CH2:3].[C:6]([O:10][CH2:11][C:12]([CH3:14])=[O:13])(=[O:9])[CH:7]=[CH2:8]>O>[C:6]([O:10][CH2:11][C:12]([CH3:14])=[O:13])(=[O:9])[CH:7]=[CH2:8].[C:1]([OH:5])(=[O:4])[CH:2]=[CH2:3] |f:3.4|. Reported procedure: By analysis it was found that the copolymer comprised 0.9% of water and 5.69 m.eq. of COOH/g of product, from which there could be calculated that the copolymer comprised 55.6 mole % of acrylic acid and 44.4 mole % of acetonyl acrylate. Starting materials: C([O-])([O-])=O.[K+].[K+] (potassium carbonate), BrC1=C(C=C(C=C1)OC)[N+](=O)[O-] (1-bromo-4-methoxy-2-nitrobenzene), C(C)O (ethanol), C(C)(=O)O (acetic acid). The reagents and catalysts are [Fe] (iron). Solvent: O (water). Run at temperature 100 celsius. Product: BrC1=C(N)C=C(C=C1)OC (2-bromo-5-methoxyaniline). Reaction SMILES: [Br:1][C:2]1[CH:7]=[CH:6][C:5]([O:8][CH3:9])=[CH:4][C:3]=1[N+:10]([O-])=O.C(O)C.C(O)(=O)C.C(=O)([O-])[O-].[K+].[K+]>O.[Fe]>[Br:1][C:2]1[CH:7]=[CH:6][C:5]([O:8][CH3:9])=[CH:4][C:3]=1[NH2:10] |f:3.4.5|. Reported procedure: A mixture of 1-bromo-4-methoxy-2-nitrobenzene (10 g; 43.1 mmol), ethanol (100 ml), acetic acid (100 ml) and iron powder (9.63 g; 172 mmol) was heated at 100° C. for 2 h. The mixture was cooled to room temperature and diluted with water (300 ml). The suspension was neutralized with solid potassium carbonate. The mixture was filtered on a plug of celite and extracted with dichloromethane. The combined organic layers were dried over magnesium sulphate and concentrated under reduced pressure to affo... Starting materials: C(C)(=O)C=1SC=CC1 (2-acetylthiophene), C(CCC)[Li] (n-Butyllithium), BrC=1SC=CN1 (2-bromothiazole), O (Water). Run in C(C)OCC (diethyl ether), C(C)OCC (diethyl ether), C(C)OCC (diethyl ether). Conditions: time 30 minute. The product is S1C(=NC=C1)C(C)(O)C=1SC=CC1 (1-(2-Thiazolyl)-1-(2-thienyl)ethanol). Reaction SMILES: C([Li])CCC.Br[C:7]1[S:8][CH:9]=[CH:10][N:11]=1.[C:12]([C:15]1[S:16][CH:17]=[CH:18][CH:19]=1)(=[O:14])[CH3:13].O>C(OCC)C>[S:8]1[CH:9]=[CH:10][N:11]=[C:7]1[C:12]([C:15]1[S:16][CH:17]=[CH:18][CH:19]=1)([OH:14])[CH3:13]. Procedure: n-Butyllithium (2.5M solution in hexanes, 13.4 ml) in dry diethyl ether (25 ml) was added dropwise to a stirred solution of 2-bromothiazole (5 g) in diethyl ether (50 ml) at -70° C. under an atmosphere of dry nitrogen. After 30 minutes, 2-acetylthiophene (3.85 g) in diethyl ether (25 ml) was added dropwise. After a further 1 hour the mixture was allowed to warm to room temperature and was left stirring overnight. Water was added. The reactants are O=C([O-])O, CC(=O)O, CC(C)(C)OC(=O)N1CCC(c2ccc(OCCN=[N+]=[N-])cc2)C(OCc2ccc3ccccc3c2)C1, [Na+], O, c1ccc(P(c2ccccc2)c2ccccc2)cc1. The product is CC(C)(C)OC(=O)N1CCC(c2ccc(OCCN)cc2)C(OCc2ccc3ccccc3c2)C1. As a reaction SMILES: [C:58](=[O:59])([O-:60])[OH:61].[CH3:63][C:64](=[O:65])[OH:66].[N:1](=[N+:2]=[N-:3])[CH2:4][CH2:5][O:6][c:7]1[cH:8][cH:9][c:10]([CH:13]2[CH:14]([O:26][CH2:27][c:28]3[cH:29][c:30]4[cH:31][cH:32][cH:33][cH:34][c:35]4[cH:36][cH:37]3)[CH2:15][N:16]([C:19](=[O:20])[O:21][C:22]([CH3:23])([CH3:24])[CH3:25])[CH2:17][CH2:18]2)[cH:11][cH:12]1.[Na+:62].[OH2:57].[c:38]1([P:39]([c:40]2[cH:41][cH:42][cH:43][cH:44][cH:45]2)[c:46]2[cH:47][cH:48][cH:49][cH:50][cH:51]2)[cH:52][cH:53][cH:54][cH:55][cH:56]1>>[NH2:1][CH2:4][CH2:5][O:6][c:7]1[cH:8][cH:9][c:10]([CH:13]2[CH:14]([O:26][CH2:27][c:28]3[cH:29][c:30]4[cH:31][cH:32][cH:33][cH:34][c:35]4[cH:36][cH:37]3)[CH2:15][N:16]([C:19](=[O:20])[O:21][C:22]([CH3:23])([CH3:24])[CH3:25])[CH2:17][CH2:18]2)[cH:11][cH:12]1. Starting materials: O=C1CCC(=O)N1Br, ClCCl, Nc1ccc(-c2ccc(S(=O)(=O)NC3CC3)cc2)cn1. The product is Nc1ncc(-c2ccc(S(=O)(=O)NC3CC3)cc2)cc1Br. RXN SMILES: [Br:21][N:22]1[C:23](=[O:24])[CH2:25][CH2:26][C:27]1=[O:28].[Cl:29][CH2:30][Cl:31].[NH2:1][c:2]1[cH:3][cH:4][c:5](-[c:8]2[cH:9][cH:10][c:11]([S:14](=[O:15])(=[O:16])[NH:17][CH:18]3[CH2:19][CH2:20]3)[cH:12][cH:13]2)[cH:6][n:7]1>>[NH2:1][c:2]1[c:3]([Br:21])[cH:4][c:5](-[c:8]2[cH:9][cH:10][c:11]([S:14](=[O:15])(=[O:16])[NH:17][CH:18]3[CH2:19][CH2:20]3)[cH:12][cH:13]2)[cH:6][n:7]1. Starting materials: Brc1cncc2ccccc12, CC(=O)[O-], CC(=O)[O-], COCCOC, [Na+], [Na+], O=C([O-])[O-], [Pd+2], c1ccc(P(c2ccccc2)c2ccccc2)cc1. Yields the product c1ccc2cnccc2c1. Reaction SMILES: [Br:1][c:2]1[cH:3][n:4][cH:5][c:6]2[cH:7][cH:8][cH:9][cH:10][c:11]12.[C:43]([O-:44])(=[O:45])[CH3:46].[C:48]([O-:49])(=[O:50])[CH3:51].[CH3:37][O:38][CH2:39][CH2:40][O:41][CH3:42].[Na+:31].[Na+:32].[O-:33][C:34](=[O:35])[O-:36].[Pd+2:47].[c:12]1([P:13]([c:14]2[cH:15][cH:16][cH:17][cH:18][cH:19]2)[c:20]2[cH:21][cH:22][cH:23][cH:24][cH:25]2)[cH:26][cH:27][cH:28][cH:29][cH:30]1>>[cH:2]1[cH:3][n:4][cH:5][c:6]2[cH:7][cH:8][cH:9][cH:10][c:11]12.